This data is from the Open Reaction Database (ORD), a public repository of structured organic reaction records. The task is: describe an organic reaction: reactants, conditions, products, and yield The reactants are ClC1=C([C@]2(C)[C@@H](C1)[C@@H]1CCC3=CC(C=C[C@]3(C)[C@]1([C@H](C2)O)F)=O)SCC ((11β)-16-chloro-17-(ethylthio)-9-fluoro-11-hydroxyandrosta-1,4,16-trien-3-one), ClC1=CC(=CC=C1)C(=O)OO (m-chloroperbenzoic acid). Solvent: ClCCl (dichloromethane), ClCCl (dichloromethane). Product: ClC1=C([C@]2(C)[C@@H](C1)[C@@H]1CCC3=CC(C=C[C@]3(C)[C@]1([C@H](C2)O)F)=O)S(=O)CC ((11β)-16-Chloro-17-(ethylsulfinyl)-9-fluoro-11-hydroxyandrosta-1,4,16-trien-3-one). RXN SMILES: [Cl:1][C:2]1[CH2:7][C@H:6]2[C@H:8]3[C@:18]([F:22])([C@@H:19]([OH:21])[CH2:20][C@:4]2([CH3:5])[C:3]=1[S:24][CH2:25][CH3:26])[C@:16]1([CH3:17])[C:11](=[CH:12][C:13](=[O:23])[CH:14]=[CH:15]1)[CH2:10][CH2:9]3.ClC1C=CC=C(C(OO)=[O:35])C=1>ClCCl>[Cl:1][C:2]1[CH2:7][C@H:6]2[C@H:8]3[C@:18]([F:22])([C@@H:19]([OH:21])[CH2:20][C@:4]2([CH3:5])[C:3]=1[S:24]([CH2:25][CH3:26])=[O:35])[C@:16]1([CH3:17])[C:11](=[CH:12][C:13](=[O:23])[CH:14]=[CH:15]1)[CH2:10][CH2:9]3. Reported procedure: To (11β)-16-chloro-17-(ethylthio)-9-fluoro-11-hydroxyandrosta-1,4,16-trien-3-one (100 mg; see Example 1A) in dichloromethane (15 ml) is added a solution of 85% m-chloroperbenzoic acid (56 mg) in dichloromethane (5.0 ml) over a period of 2 minutes. After 1 hour the solution is washed with a dilute sodium carbonate solution and water, dried (anhydrous MgSO4) and evaporated to yield the title compound. Starting materials: C(C)(=O)OC1=C(C(=C(C(=C1)OC)O)OC)C (methyl-3,5-dimethoxy-4-hydroxyphenyl acetate), BrCCCOC=1C=CC=2C(=NOC2C1CCC)CC (3-bromo-1-(3-(Ethyl)-7-(propyl)-6-benz-[4,5]-isoxazoloxy)propane). Yields the product C(C)(=O)OC1=C(C(=C(C(=C1)OC)OCCCOC=1C=CC=2C(=NOC2C1CCC)CC)OC)C (Methyl-3,5-dimethoxy-4-(3-(3-(Ethyl)-7-(propyl)-6-benz-[4,5]-isoxazoloxy)propyloxy)phenyl acetate). Isolated yield 39.1%. Reaction SMILES: [C:1]([O:4][C:5]1[CH:10]=[C:9]([O:11][CH3:12])[C:8]([OH:13])=[C:7]([O:14][CH3:15])[C:6]=1[CH3:16])(=[O:3])[CH3:2].Br[CH2:18][CH2:19][CH2:20][O:21][C:22]1[CH:23]=[CH:24][C:25]2[C:26]([CH2:34][CH3:35])=[N:27][O:28][C:29]=2[C:30]=1[CH2:31][CH2:32][CH3:33]>>[C:1]([O:4][C:5]1[CH:10]=[C:9]([O:11][CH3:12])[C:8]([O:13][CH2:18][CH2:19][CH2:20][O:21][C:22]2[CH:23]=[CH:24][C:25]3[C:26]([CH2:34][CH3:35])=[N:27][O:28][C:29]=3[C:30]=2[CH2:31][CH2:32][CH3:33])=[C:7]([O:14][CH3:15])[C:6]=1[CH3:16])(=[O:3])[CH3:2]. Reported procedure: The procedure from Example 76 Step C was followed using methyl-3,5-dimethoxy-4-hydroxyphenyl acetate (108 mg) and 3-bromo-1-(3-(Ethyl)-7-(propyl)-6-benz-[4,5]-isoxazoloxy)propane (156 mg) to afford a colorless oil (88 mg). NMR (CDCl3); δ 7.41 (d,2H), 6.99 (d,2H), 6.45 (s,2H), 3.76 (s,6H), 3.71 (s,3H), 3.55 (s,3H), 1.43 (t,3H), 0.92 (t,3H). The reactants are COc1ccc(C(=O)Cl)cc1, Nc1nc(=O)c2cnn3c2n1CC=C3c1cccc(C(F)(F)F)c1, c1ccncc1. Product: COc1ccc(C(=O)Nc2nc(=O)c3cnn4c3n2CC=C4c2cccc(C(F)(F)F)c2)cc1. RXN SMILES: [CH3:25][O:26][c:27]1[cH:28][cH:29][c:30]([C:31](=[O:32])[Cl:33])[cH:34][cH:35]1.[NH2:1][c:2]1[n:3][c:4](=[O:24])[c:5]2[cH:6][n:7][n:8]3[c:13]2[n:12]1[CH2:11][CH:10]=[C:9]3[c:14]1[cH:15][c:16]([C:20]([F:21])([F:22])[F:23])[cH:17][cH:18][cH:19]1.[cH:36]1[cH:37][cH:38][n:39][cH:40][cH:41]1>>[NH:1]([c:2]1[n:3][c:4](=[O:24])[c:5]2[cH:6][n:7][n:8]3[c:13]2[n:12]1[CH2:11][CH:10]=[C:9]3[c:14]1[cH:15][c:16]([C:20]([F:21])([F:22])[F:23])[cH:17][cH:18][cH:19]1)[C:31]([c:30]1[cH:29][cH:28][c:27]([O:26][CH3:25])[cH:35][cH:34]1)=[O:32]. The reactants are CC(=O)O[Cu]OC(C)=O, CC#N, ClCCl, O, O, OB(O)c1ccccc1, Cc1ccc(S(=O)(=O)n2ccc3c2ncc2nnc(C4CCC(N)C4)n23)cc1. The product is Cc1ccc(S(=O)(=O)n2ccc3c2ncc2nnc(C4CCC(Nc5ccccc5)C4)n23)cc1. As a reaction SMILES: [C:46]([O:47][Cu:48][O:49][C:50](=[O:51])[CH3:52])(=[O:53])[CH3:54].[CH3:42][C:43]#[N:44].[Cl:39][CH2:40][Cl:41].[O:38].[OH2:45].[OH:1][B:2]([OH:3])[c:4]1[cH:5][cH:6][cH:7][cH:8][cH:9]1.[S:10](=[O:11])(=[O:12])([c:13]1[cH:14][cH:15][c:16]([CH3:17])[cH:18][cH:19]1)[n:20]1[cH:21][cH:22][c:23]2[c:24]1[n:25][cH:26][c:27]1[n:28]2[c:29]([CH:32]2[CH2:33][CH:34]([NH2:37])[CH2:35][CH2:36]2)[n:30][n:31]1>>[c:4]1([NH:37][CH:34]2[CH2:33][CH:32]([c:29]3[n:28]4[c:23]5[cH:22][cH:21][n:20]([S:10](=[O:11])(=[O:12])[c:13]6[cH:14][cH:15][c:16]([CH3:17])[cH:18][cH:19]6)[c:24]5[n:25][cH:26][c:27]4[n:31][n:30]3)[CH2:36][CH2:35]2)[cH:5][cH:6][cH:7][cH:8][cH:9]1. Reactants: N1=C(C=CC=C1)COCC=1C=C(C=CC1)N1C=NC2=C1C=CC(=C2)C=O (1-[3-(Pyridin-2-ylmethoxymethyl)-phenyl]-1H-benzoimidazole-5-carbaldehyde), N1=CC=CC=C1 (pyridine), Cl.NO (hydroxylamine hydrochloride). Run in C(C)O (ethanol). Conditions: time 3 hour. The product is N1=C(C=CC=C1)COCC=1C=C(C=CC1)N1C=NC2=C1C=CC(=C2)C=NO (1-[3-(Pyridin-2-ylmethoxymethyl)-phenyl]-1H-benzoimidazole-5-carbaldehyde oxime). Yield: 78.5%. As a reaction SMILES: [N:1]1[CH:6]=[CH:5][CH:4]=[CH:3][C:2]=1[CH2:7][O:8][CH2:9][C:10]1[CH:11]=[C:12]([N:16]2[C:20]3[CH:21]=[CH:22][C:23]([CH:25]=O)=[CH:24][C:19]=3[N:18]=[CH:17]2)[CH:13]=[CH:14][CH:15]=1.N1C=CC=CC=1.Cl.[NH2:34][OH:35]>C(O)C>[N:1]1[CH:6]=[CH:5][CH:4]=[CH:3][C:2]=1[CH2:7][O:8][CH2:9][C:10]1[CH:11]=[C:12]([N:16]2[C:20]3[CH:21]=[CH:22][C:23]([CH:25]=[N:34][OH:35])=[CH:24][C:19]=3[N:18]=[CH:17]2)[CH:13]=[CH:14][CH:15]=1 |f:2.3|. Procedure details: To a solution of compound 12a (220 mg, 0.64 mmol) and pyridine (0.08 mL, 1.5 equiv) in ethanol (2 mL) was added hydroxylamine hydrochloride (500 mg) and the reaction mixture was stirred at RT for 3 hours. The reaction mixture was concentrated in vacuo and the residue was dissolved in ethyl acetate (100 mL), washed with brine, dried over anhydrous Na2SO4 and concentrated under reduced pressure. The crude product was purified by column chromatography on silica gel using a mixture of ethyl acetate ... The reactants are C(C)OC(C[C@@]12C(C(CC[C@H]2CC1)(Br)Br)=O)=O (cis-3,3-Dibromo-2-oxobicyclo[4.2.0]octane-1-acetic acid ethyl ester), C([O-])([O-])=O.[Li+].[Li+] (lithium carbonate), O (water). The solvent is CN(C)C=O (DMF). Conditions: temperature 100 celsius. Yields the product C(C)OC(C[C@@]12C(C(=CC[C@H]2CC1)Br)=O)=O (cis-3-Bromo-2-oxobicyclo[4.2.0]oct-3-ene-1-acetic Acid Ethyl Ester). Yield: 54.9%. RXN SMILES: [CH2:1]([O:3][C:4](=[O:17])[CH2:5][C@@:6]12[CH2:13][CH2:12][C@@H:11]1[CH2:10][CH2:9][C:8](Br)([Br:14])[C:7]2=[O:16])[CH3:2].C(=O)([O-])[O-].[Li+].[Li+].O>CN(C=O)C>[CH2:1]([O:3][C:4](=[O:17])[CH2:5][C@@:6]12[CH2:13][CH2:12][C@@H:11]1[CH2:10][CH:9]=[C:8]([Br:14])[C:7]2=[O:16])[CH3:2] |f:1.2.3|. Procedure: cis-3,3-Dibromo-2-oxobicyclo[4.2.0]octane-1-acetic acid ethyl ester (14.16 g) lithium bromide (4.88 g, 56.21 mmol), and lithium carbonate (2.98 g, 14.4 mmol) were dissolved in 47.3 mL of DMF under nitrogen and heated to 100° C. for 5 minutes. The reaction mixture was then poured into 500 mL of water and extracted with 4×100 mL of toluene. The organic phase washed with 4×100 mL of water, dried over MgSO4, and concentrated in vacuo affording 8.86 g (80%) of product. Starting materials: C(C)(C)(C)OC(=O)N1CC=2N(C3=CC=C(C=C3C2CC1)O[Si](C(C)C)(C(C)C)C(C)C)C (9-methyl-6-triisopropylsilanyloxy-1,3,4,9-tetrahydro-β-carboline-2-carboxylic acid tert-butyl ester), FC(C(=O)O)(F)F (trifluoroacetic acid). Run in ClCCl (dichloromethane). Product: FC(C(=O)O)(F)F.CN1C2=CC=C(C=C2C=2CCNCC12)O[Si](C(C)C)(C(C)C)C(C)C (9-methyl-6-triisopropylsilanyloxy-2,3,4,9-tetrahydro-1H-β-carboline trifluoroacetate). Reaction SMILES: C(OC([N:8]1[CH2:20][CH2:19][C:18]2[C:17]3[C:12](=[CH:13][CH:14]=[C:15]([O:21][Si:22]([CH:29]([CH3:31])[CH3:30])([CH:26]([CH3:28])[CH3:27])[CH:23]([CH3:25])[CH3:24])[CH:16]=3)[N:11]([CH3:32])[C:10]=2[CH2:9]1)=O)(C)(C)C.[F:33][C:34]([F:39])([F:38])[C:35]([OH:37])=[O:36]>ClCCl>[F:33][C:34]([F:39])([F:38])[C:35]([OH:37])=[O:36].[CH3:32][N:11]1[C:10]2[CH2:9][NH:8][CH2:20][CH2:19][C:18]=2[C:17]2[C:12]1=[CH:13][CH:14]=[C:15]([O:21][Si:22]([CH:23]([CH3:25])[CH3:24])([CH:29]([CH3:31])[CH3:30])[CH:26]([CH3:28])[CH3:27])[CH:16]=2 |f:3.4|. Reported procedure: A solution of 9-methyl-6-triisopropylsilanyloxy-1,3,4,9-tetrahydro-β-carboline-2-carboxylic acid tert-butyl ester (175 mg) and 0.5 mL of trifluoroacetic acid in 3 mL dichloromethane was stirred for 4 h. The solvent was removed to afford 9-methyl-6-triisopropylsilanyloxy-2,3,4,9-tetrahydro-1H-β-carboline trifluoroacetate (125 mg). Product: C(#N)C1=CC(=C(OCC(=O)O)C=C1)C#CC1=C(C=CC(=C1)S(=O)(=O)CCCO)C ([4-cyano-2-({5-[(3-hydroxypropyl)sulfonyl]-2-methylphenyl}ethynyl)phenoxy]acetic acid). Starting materials: C(C)(C)(C)OC(COC1=C(C=C(C=C1)C#N)C#C)=O (tert-butyl(4-cyano-2-ethynylphenoxy)acetate), BrC=1C=C(C=CC1C)S(=O)(=O)CCCO (3-[(3-bromo-4-methylphenyl)sulfonyl]propan-1-ol), C(C)(C)(C)OC(COC1=C(C=C(C=C1)C#N)C#C)=O (tert-butyl(4-cyano-2-ethynylphenoxy)acetate), BrC=1C=C(C=CC1C)S(=O)(=O)CCCO (3-[(3-bromo-4-methylphenyl)sulfonyl]propan-1-ol). RXN SMILES: C([O:5][C:6](=[O:19])[CH2:7][O:8][C:9]1[CH:14]=[CH:13][C:12]([C:15]#[N:16])=[CH:11][C:10]=1[C:17]#[CH:18])(C)(C)C.Br[C:21]1[CH:22]=[C:23]([S:28]([CH2:31][CH2:32][CH2:33][OH:34])(=[O:30])=[O:29])[CH:24]=[CH:25][C:26]=1[CH3:27]>>[C:15]([C:12]1[CH:13]=[CH:14][C:9]([O:8][CH2:7][C:6]([OH:5])=[O:19])=[C:10]([C:17]#[C:18][C:21]2[CH:22]=[C:23]([S:28]([CH2:31][CH2:32][CH2:33][OH:34])(=[O:30])=[O:29])[CH:24]=[CH:25][C:26]=2[CH3:27])[CH:11]=1)#[N:16]. Procedure details: Following the general method as outlined in Example 37, starting from tert-butyl(4-cyano-2-ethynyl phenoxy)acetate (Intermediate 46) and 3-[(3-bromo-4-methylphenyl)sulfonyl]propan-1-ol (Intermediate 68), the title compound was obtained as an off-white solid.